The task is: describe an organic reaction: reactants, conditions, products, and yield. This data is from the Open Reaction Database (ORD), a public repository of structured organic reaction records. Reactants: CNC(=O)C1=NC=CC(=C1)COC1=CC=C(C=C1)N (4-(4-aminophenoxymethyl)pyridine-2-carboxylic acid methylamide), [N+](=O)([O-])C1=CC=C(C=C1)O (4-nitrophenol). Product: CNC(=O)C1=NC=CC(=C1)COC1=CC(=CC=C1)N (4-(3-Aminophenoxymethyl)pyridine-2-carboxylic acid methylamide). Reaction SMILES: [CH3:1][NH:2][C:3]([C:5]1[CH:10]=[C:9]([CH2:11][O:12][C:13]2[CH:18]=[CH:17][C:16](N)=[CH:15][CH:14]=2)[CH:8]=[CH:7][N:6]=1)=[O:4].[N+:20](C1C=CC(O)=CC=1)([O-])=O>>[CH3:1][NH:2][C:3]([C:5]1[CH:10]=[C:9]([CH2:11][O:12][C:13]2[CH:18]=[CH:17][CH:16]=[C:15]([NH2:20])[CH:14]=2)[CH:8]=[CH:7][N:6]=1)=[O:4]. Procedure: The title compound was prepared in the same manner described for 4-(4-aminophenoxymethyl)pyridine-2-carboxylic acid methylamide, substituting 3-nitrophenol for 4-nitrophenol. 1H-NMR (CD3OD) δ 8.40 (d, J=4.5 Hz, 1H), 7.54 (d, J=2.1 Hz, 1H), 7.13 (t, J=6.3 Hz, 1H), 7.00 (dd, J=4.2, 1.8 Hz, 1H), 6.62 to 6.59 (m, 1H), 6.43 (t, J=1.8 Hz, 1H), 6.37 to 6.34 (m, 1H), 4.89 (s, 2H), 2.93 (s, 3H). Starting materials: CC(=O)OC1CCC2(C)C(CCC3=C4C(=O)CC(C(C)CCCO)C4(C)CCC32)C1, Cc1ccc(S(=O)(=O)Cl)cc1, c1ccncc1. Product: CC(=O)OC1CCC2(C)C(CCC3=C4C(=O)CC(C(C)CCCOS(=O)(=O)c5ccc(C)cc5)C4(C)CCC32)C1. As a reaction SMILES: [C:1]([CH3:2])(=[O:3])[O:4][CH:5]1[CH2:6][CH:7]2[CH2:8][CH2:9][C:10]3=[C:11]4[C:12](=[O:30])[CH2:13][CH:14]([CH:15]([CH2:16][CH2:17][CH2:18][OH:19])[CH3:20])[C:21]4([CH3:29])[CH2:22][CH2:23][CH:24]3[C:25]2([CH3:28])[CH2:26][CH2:27]1.[c:31]1([CH3:41])[cH:32][cH:33][c:34]([S:37](=[O:38])(=[O:39])[Cl:40])[cH:35][cH:36]1.[cH:42]1[cH:43][cH:44][n:45][cH:46][cH:47]1>>[C:1]([CH3:2])(=[O:3])[O:4][CH:5]1[CH2:6][CH:7]2[CH2:8][CH2:9][C:10]3=[C:11]4[C:12](=[O:30])[CH2:13][CH:14]([CH:15]([CH2:16][CH2:17][CH2:18][O:19][S:37]([c:34]5[cH:33][cH:32][c:31]([CH3:41])[cH:36][cH:35]5)(=[O:38])=[O:39])[CH3:20])[C:21]4([CH3:29])[CH2:22][CH2:23][CH:24]3[C:25]2([CH3:28])[CH2:26][CH2:27]1.